From a dataset of the Open Reaction Database (ORD), a public repository of structured organic reaction records. describe an organic reaction: reactants, conditions, products, and yield Starting materials: N1=CC=C(C=C1)C1=NC(=NC=C1)NC1=CC=C(OCC(=O)OCC)C=C1 ([4-[[4-(4-pyridinyl)-2-pyrimidinyl]amino]phenoxy]acetic acid, ethyl ester), [OH-].[Na+] (sodium hydroxide). Solvent: C(C)O (ethanol). Run at time 2 hour. Yields the product N1=CC=C(C=C1)C1=NC(=NC=C1)NC1=CC=C(OCC(=O)O)C=C1 ([4-[[4-(4-Pyridinyl)-2-pyrimidinyl]amino]phenoxy]acetic acid). As a reaction SMILES: [N:1]1[CH:6]=[CH:5][C:4]([C:7]2[CH:12]=[CH:11][N:10]=[C:9]([NH:13][C:14]3[CH:26]=[CH:25][C:17]([O:18][CH2:19][C:20]([O:22]CC)=[O:21])=[CH:16][CH:15]=3)[N:8]=2)=[CH:3][CH:2]=1.[OH-].[Na+]>C(O)C>[N:1]1[CH:2]=[CH:3][C:4]([C:7]2[CH:12]=[CH:11][N:10]=[C:9]([NH:13][C:14]3[CH:26]=[CH:25][C:17]([O:18][CH2:19][C:20]([OH:22])=[O:21])=[CH:16][CH:15]=3)[N:8]=2)=[CH:5][CH:6]=1 |f:1.2|. Procedure: An 800 mg portion of [4-[[4-(4-pyridinyl)-2-pyrimidinyl]amino]phenoxy]acetic acid, ethyl ester was dissolved in 100 ml of ethanol and 10.7 ml of 1N sodium hydroxide was added. The mixture was stirred for 2 hours, the solvent removed and the residue dissolved in 5 ml of water. The pH was adjusted to 7.0 with 1N hydrochloric acid and the solid collected, washed with water and dried. The solid was recrystallized from dimethylformamide-ethanol, giving 600 mg of the desired product as yellow crystals... Reactants: ClC1=C(C2=C(CC(O2)C(=O)O)C=C1C(C1=CC=CS1)=O)Cl ((±) 6,7-dichloro-2,3-dihydro-5-(2-thenoyl)benzofuran-2-carboxylic acid). Solvent: O1CCCC1 (tetrahydrofuran), C([O-])(O)=O.[Na+] (sodium bicarbonate). Run at temperature 25 celsius, time 18 hour. Yields the product ClC1=C(C2=C(CC(O2)CO)C=C1C(C1=CC=CS1)=O)Cl ((±)6,7-Dichloro-2,3-dihydro-2-hydroxymethyl-5-(2-thenoyl)-benzofuran). Yield: 21.0%. Reaction SMILES: [Cl:1][C:2]1[C:13]([C:14](=[O:20])[C:15]2[S:19][CH:18]=[CH:17][CH:16]=2)=[CH:12][C:5]2[CH2:6][CH:7]([C:9](O)=[O:10])[O:8][C:4]=2[C:3]=1[Cl:21]>O1CCCC1.C(=O)(O)[O-].[Na+]>[Cl:1][C:2]1[C:13]([C:14](=[O:20])[C:15]2[S:19][CH:18]=[CH:17][CH:16]=2)=[CH:12][C:5]2[CH2:6][CH:7]([CH2:9][OH:10])[O:8][C:4]=2[C:3]=1[Cl:21] |f:2.3|. Reported procedure: To a stirred solution of (±) 6,7-dichloro-2,3-dihydro-5-(2-thenoyl)benzofuran-2-carboxylic acid (3.4 g., 0.01 mole) in tetrahydrofuran (50 ml.) at 0° C. is added the borane-tetrahydrofuran complex (25 ml., 0.00625 mole) over a one-half hour period. The reaction solution is stirred one hour at 0° C. and 18 hours at 25° C. The reaction solution is diluted with aqueous sodium bicarbonate (50 ml.) and the water layer is separated and the extracted twice with ether (two 20 ml. portions). The organic ... Reactants: CC(C)(C)[O-], CCOC(C)=O, N#Cc1cc(Cl)ccn1, [K+], [K+], Nc1ccc(O)cc1F, [Na+], O=C([O-])[O-], CN(C)C=O. Product: N#Cc1cc(Oc2ccc(N)c(F)c2)ccn1. RXN SMILES: [CH3:10][C:11]([CH3:12])([O-:13])[CH3:14].[CH3:31][CH2:32][O:33][C:34]([CH3:35])=[O:36].[Cl:16][c:17]1[cH:18][c:19]([C:23]#[N:24])[n:20][cH:21][cH:22]1.[K+:25].[K+:26].[NH2:1][c:2]1[c:3]([F:9])[cH:4][c:5]([OH:8])[cH:6][cH:7]1.[Na+:15].[O-:27][C:28]([O-:29])=[O:30].[O:37]=[CH:38][N:39]([CH3:40])[CH3:41]>>[NH2:1][c:2]1[c:3]([F:9])[cH:4][c:5]([O:8][c:17]2[cH:18][c:19]([C:23]#[N:24])[n:20][cH:21][cH:22]2)[cH:6][cH:7]1. The solvent is CCOCC (ether), CCOCC (ether). Product: S(=O)(=O)(C1=CC=C(C)C=C1)N1[C@@H](CCC1)CO ((2S)-1-Tosyl-2-Pyrrolidinyl Methyl Alcohol). Reported procedure: A solution of 1-tosyl-L-proline (17.8 g) prepared in Reference Example 38 in anhydrous ether (80 ml) was dropwise added to a suspension of lithium aluminum hydride (3.76 g) in anhydrous ether (80 ml) over 30 minutes with ice-cooling. After stirring the reaction liquid at room temperature for one hour, 100 ml of ethyl acetate was added thereto and the resulting mixture was stirred for additional 16 hours. The insolubles formed was filtered off through a Celite layer, the organic phase obtained wa... Starting materials: [H-].[Al+3].[Li+].[H-].[H-].[H-] (lithium aluminum hydride), S(=O)(=O)(C1=CC=C(C)C=C1)N1[C@H](C(=O)O)CCC1 (1-tosyl-L-proline), C(C)(=O)OCC (ethyl acetate). Reaction SMILES: [S:1]([N:11]1[CH2:18][CH2:17][CH2:16][C@H:12]1[C:13](O)=[O:14])([C:4]1[CH:10]=[CH:9][C:7]([CH3:8])=[CH:6][CH:5]=1)(=[O:3])=[O:2].[H-].[Al+3].[Li+].[H-].[H-].[H-].C(OCC)(=O)C>CCOCC>[S:1]([N:11]1[CH2:18][CH2:17][CH2:16][C@H:12]1[CH2:13][OH:14])([C:4]1[CH:5]=[CH:6][C:7]([CH3:8])=[CH:9][CH:10]=1)(=[O:2])=[O:3] |f:1.2.3.4.5.6|. Yield: 53.1%. Reactants: C(C1=CC=CC=C1)OC1=C(C=CC=C1)C=1C(=CC=CC1)B(O)O (2′-benzyloxybiphenyl boronic acid), BrC1=C(C(=O)OCC)C=CC(=C1)Cl (ethyl 2-bromo-4-chlorobenzoate), C([O-])([O-])=O.[K+].[K+] (potassium carbonate), C1(=CC=CC=C1)C.C(C)O (toluene ethanol). Reagents/catalysts: C=1C=CC(=CC1)[P](C=2C=CC=CC2)(C=3C=CC=CC3)[Pd]([P](C=4C=CC=CC4)(C=5C=CC=CC5)C=6C=CC=CC6)([P](C=7C=CC=CC7)(C=8C=CC=CC8)C=9C=CC=CC9)[P](C=1C=CC=CC1)(C=1C=CC=CC1)C=1C=CC=CC1 (tetrakis(triphenylphosphine)palladium(0)). Solvent: C(C)OCC (diethyl ether), O (water). Conditions: temperature 90 celsius. Yields the product ClC1=CC=C(C(=C1)C=1C(=CC=CC1)C1=C(C=CC=C1)OCC1=CC=CC=C1)C(=O)OCC (Ethyl 5-chloro-2″-[(phenylmethyl)oxy]-1,1′:2′,1″-terphenyl-2-carboxylate). Reaction SMILES: [CH2:1]([O:8][C:9]1[CH:14]=[CH:13][CH:12]=[CH:11][C:10]=1[C:15]1[C:16](B(O)O)=[CH:17][CH:18]=[CH:19][CH:20]=1)[C:2]1[CH:7]=[CH:6][CH:5]=[CH:4][CH:3]=1.Br[C:25]1[CH:35]=[C:34]([Cl:36])[CH:33]=[CH:32][C:26]=1[C:27]([O:29][CH2:30][CH3:31])=[O:28].C(=O)([O-])[O-].[K+].[K+].C1(C)C=CC=CC=1.C(O)C>C(OCC)C.O.C1C=CC([P]([Pd]([P](C2C=CC=CC=2)(C2C=CC=CC=2)C2C=CC=CC=2)([P](C2C=CC=CC=2)(C2C=CC=CC=2)C2C=CC=CC=2)[P](C2C=CC=CC=2)(C2C=CC=CC=2)C2C=CC=CC=2)(C2C=CC=CC=2)C2C=CC=CC=2)=CC=1>[Cl:36][C:34]1[CH:33]=[C:32]([C:16]2[C:15]([C:10]3[CH:11]=[CH:12][CH:13]=[CH:14][C:9]=3[O:8][CH2:1][C:2]3[CH:7]=[CH:6][CH:5]=[CH:4][CH:3]=3)=[CH:20][CH:19]=[CH:18][CH:17]=2)[C:26]([C:27]([O:29][CH2:30][CH3:31])=[O:28])=[CH:25][CH:35]=1 |f:2.3.4,5.6,^1:62,64,83,102|. Reported procedure: A mixture of 2′-benzyloxybiphenyl boronic acid (50 mg, 0.16 mmol), ethyl 2-bromo-4-chlorobenzoate (66 mg, 0.25 mmol), potassium carbonate (88 mg, 0.64 mmol) and tetrakis(triphenylphosphine)palladium(0) (10 mg, 5 mol %) in 1:1 toluene/ethanol (2 ml) was stirred and heated at 90° C. under nitrogen for 12 hours. After cooling the mixture was diluted with diethyl ether and water and the organic phase dried (MgSO4) and evaporated to dryness. The residue was chromatographed with ethyl acetate/iso-hexa... Reactants: O (water), Cl.ClC1=C(C=CC=C1Cl)N1CCNCC1 (1-(2,3-dichlorophenyl)piperazine, hydrochloride), C(C)(C)N(CC)C(C)C (diisopropylethylamine), ClCCCC(=O)N1CCC2=CC=CC=C12 (4-chloro-1-(2,3-dihydro-1H-indol-1-yl)butan-1-one). Run in CN(C=O)C (dimethyl formamide). Run at temperature 45 celsius. The product is ClC1=C(C=CC=C1Cl)N1CCN(CC1)CCCC(=O)N1CCC2=CC=CC=C12 (4-[4-(2,3-Dichlorophenyl)piperazin-1-yl]-1-(2,3-dihydro-1H-indol-1-yl)butan-1-one). The yield is 113.5%. Reaction SMILES: Cl.[Cl:2][C:3]1[C:8]([Cl:9])=[CH:7][CH:6]=[CH:5][C:4]=1[N:10]1[CH2:15][CH2:14][NH:13][CH2:12][CH2:11]1.C(N(C(C)C)CC)(C)C.Cl[CH2:26][CH2:27][CH2:28][C:29]([N:31]1[C:39]2[C:34](=[CH:35][CH:36]=[CH:37][CH:38]=2)[CH2:33][CH2:32]1)=[O:30].O>CN(C)C=O>[Cl:2][C:3]1[C:8]([Cl:9])=[CH:7][CH:6]=[CH:5][C:4]=1[N:10]1[CH2:15][CH2:14][N:13]([CH2:26][CH2:27][CH2:28][C:29]([N:31]2[C:39]3[C:34](=[CH:35][CH:36]=[CH:37][CH:38]=3)[CH2:33][CH2:32]2)=[O:30])[CH2:12][CH2:11]1 |f:0.1|. Reported procedure: A mixture of 1-(2,3-dichlorophenyl)piperazine, hydrochloride (8.0 g) and diisopropylethylamine (10 mL) in dimethyl formamide (50 mL) was heated to 45° C. followed by the addition of 4-chloro-1-(2,3-dihydro-1H-indol-1-yl)butan-1-one (6.7 g). The resulting mixture was heated at 100° C. for 6 h, cooled to room temperature and poured into water. The aqueous phase was extracted with diethyl ether, and the combined organic phases were dried (MgSO4), filtered and evaporated in vacuo to give a black oil... Starting materials: C#CCC12CCC(=O)C=C1CCC1C3CCC(=O)C3(C)CCC12, C1COCCO1. Product: C#CCC12C=CC(=O)C=C1CCC1C3CCC(=O)C3(C)CCC12. As a reaction SMILES: [CH2:1]([C:2]#[CH:3])[C:4]12[CH2:5][CH2:6][C:7](=[O:23])[CH:8]=[C:9]1[CH2:10][CH2:11][CH:12]1[CH:13]3[CH2:14][CH2:15][C:16](=[O:22])[C:17]3([CH3:18])[CH2:19][CH2:20][CH:21]21.[O:24]1[CH2:25][CH2:26][O:27][CH2:28][CH2:29]1>>[CH2:1]([C:2]#[CH:3])[C:4]12[CH:5]=[CH:6][C:7](=[O:23])[CH:8]=[C:9]1[CH2:10][CH2:11][CH:12]1[CH:13]3[CH2:14][CH2:15][C:16](=[O:22])[C:17]3([CH3:18])[CH2:19][CH2:20][CH:21]21. Reactants: CC(C)(C)c1ccc(S(=O)(=O)Cl)cc1, CN1CCCC1=O, N#Cc1cc(Cl)ccc1N. Yields the product CC(C)(C)c1ccc(S(=O)(=O)Nc2ccc(Cl)cc2C#N)cc1. Reaction SMILES: [C:11]([CH3:12])([CH3:13])([CH3:14])[c:15]1[cH:16][cH:17][c:18]([S:21](=[O:22])(=[O:23])[Cl:24])[cH:19][cH:20]1.[CH3:25][N:26]1[CH2:27][CH2:28][CH2:29][C:30]1=[O:31].[NH2:1][c:2]1[c:3]([C:4]#[N:5])[cH:6][c:7]([Cl:10])[cH:8][cH:9]1>>[NH:1]([c:2]1[c:3]([C:4]#[N:5])[cH:6][c:7]([Cl:10])[cH:8][cH:9]1)[S:21]([c:18]1[cH:17][cH:16][c:15]([C:11]([CH3:12])([CH3:13])[CH3:14])[cH:20][cH:19]1)(=[O:22])=[O:23]. Procedure: A suspension of 2-[2-(acetylamino)-5-methylpyridin-4-yl]-5-(2-chlorophenyl)-1,3-oxazole-4-carboxamide (0.48 g, 1.3 mmol) in dry toluene (7 mL) was sonicated for 15 min. DMF-DMA (0.51 mL, 3.8 mmol) was added and the mixture was allowed to stir at 50° C. for 2 h. The suspension was cooled to rt and was concentrated. The resulting solid was suspended in AcOH (5 mL) at rt. Hydrazine (0.20 mL, 6.4 mmol) was added dropwise. The reaction mixture was allowed to stir at 40° C. for 3 h. Saturated NaHCO3 w... Yields the product ClC1=C(C=CC=C1)C1=C(N=C(O1)C1=CC(=NC=C1C)NC(C)=O)C1=NN=CN1 (N-{4-[5-(2-chlorophenyl)-4-(4H-1,2,4-triazol-3-yl)-1,3-oxazol-2-yl]-5-methylpyridin-2-yl}acetamide). RXN SMILES: [C:1]([NH:4][C:5]1[CH:10]=[C:9]([C:11]2[O:12][C:13]([C:19]3[CH:24]=[CH:23][CH:22]=[CH:21][C:20]=3[Cl:25])=[C:14]([C:16]([NH2:18])=O)[N:15]=2)[C:8]([CH3:26])=[CH:7][N:6]=1)(=[O:3])[CH3:2].C[N:28]([CH:30](OC)OC)C.[NH2:35]N.C([O-])(O)=O.[Na+]>C1(C)C=CC=CC=1>[Cl:25][C:20]1[CH:21]=[CH:22][CH:23]=[CH:24][C:19]=1[C:13]1[O:12][C:11]([C:9]2[C:8]([CH3:26])=[CH:7][N:6]=[C:5]([NH:4][C:1](=[O:3])[CH3:2])[CH:10]=2)=[N:15][C:14]=1[C:16]1[NH:18][CH:30]=[N:28][N:35]=1 |f:3.4|. Isolated yield 44.8%. The reactants are C(=O)(O)[O-].[Na+] (NaHCO3), C(C)(=O)NC1=NC=C(C(=C1)C=1OC(=C(N1)C(=O)N)C1=C(C=CC=C1)Cl)C (2-[2-(acetylamino)-5-methylpyridin-4-yl]-5-(2-chlorophenyl)-1,3-oxazole-4-carboxamide), NN (Hydrazine), CN(C)C(OC)OC (DMF-DMA). The solvent is C1(=CC=CC=C1)C (toluene). Reaction conditions: temperature 50 celsius, time 2 hour.